Dataset: the Open Reaction Database (ORD), a public repository of structured organic reaction records. Task: describe an organic reaction: reactants, conditions, products, and yield Reactants: C(C)OC(=O)C1=CC2=C(N=C(N=C2C(=O)C2=CC3=C(OCO3)C=C2)N)S1 (2-Amino-4-(benzo[1,3]dioxole-5-carbonyl)-thieno[2,3-d]pyrimidine-6-carboxylic acid ethyl ester), C[Mg]Br (methyl magnesium bromide). Solvent: C1CCOC1 (THF). Conditions: temperature 40 celsius, time 8 hour. Yields the product C(C)OC(=O)C1=CC2=C(N=C(N=C2C(C)(O)C2=CC3=C(OCO3)C=C2)N)S1 (2-Amino-4-(1-benzo[1,3]dioxol-5-yl-1-hydroxy-ethyl)-thieno[2,3-d]pyrimidine-6-carboxylic acid ethyl ester). As a reaction SMILES: [CH2:1]([O:3][C:4]([C:6]1[S:26][C:9]2[N:10]=[C:11]([NH2:25])[N:12]=[C:13]([C:14]([C:16]3[CH:24]=[CH:23][C:19]4[O:20][CH2:21][O:22][C:18]=4[CH:17]=3)=[O:15])[C:8]=2[CH:7]=1)=[O:5])[CH3:2].[CH3:27][Mg]Br>C1COCC1>[CH2:1]([O:3][C:4]([C:6]1[S:26][C:9]2[N:10]=[C:11]([NH2:25])[N:12]=[C:13]([C:14]([C:16]3[CH:24]=[CH:23][C:19]4[O:20][CH2:21][O:22][C:18]=4[CH:17]=3)([OH:15])[CH3:27])[C:8]=2[CH:7]=1)=[O:5])[CH3:2]. Procedure details: 2-Amino-4-(benzo[1,3]dioxole-5-carbonyl)-thieno[2,3-d]pyrimidine-6-carboxylic acid ethyl ester (example 312) (100 mg) was dissolved in anhydrous THF under a nitrogen atmosphere before methyl magnesium bromide (3.0M solution in diethyl ether, 5 equiv.) was added. The solution was stirred at 40° C. overnight before being partitioned between 10% aqueous ammonium chloride solution and ethyl acetate. The organic layer was washed with brine, dried over magnesium sulphate and evaporated to yield a crud... Reactants: C(O)([O-])=O.[Na+] (sodium hydrogen carbonate), C(C)(C)(C)OC(N([C@H](CC1=CC2=CC=CC=C2C=C1)C(N(CCCC1=CC=CC=C1)C)=O)C)=O (N-Methyl-N-((1R)-1-(N-methyl-N-(3-phenylpropyl)carbamoyl)-2-(2-naphthyl)ethyl)carbamic acid tert-butyl ester), FC(C(=O)O)(F)F (Trifluoroacetic acid), C(O)([O-])=O.[Na+] (sodium hydrogen carbonate). Solvent: ClCCl (dichloromethane), ClCCl (Dichloromethane). Reaction conditions: temperature 0 celsius, time 90 minute. The product is CN(C([C@@H](CC1=CC2=CC=CC=C2C=C1)NC)=O)CCCC1=CC=CC=C1 ((2R)-N-methyl-2-methylamino-3-(2-naphthyl)-N-(3-phenylpropyl)propionamide). The yield is 81.4%. Reaction SMILES: C(O[C:6](=O)[N:7](C)[C@@H:8]([C:20](=[O:32])[N:21]([CH3:31])[CH2:22][CH2:23][CH2:24][C:25]1[CH:30]=[CH:29][CH:28]=[CH:27][CH:26]=1)[CH2:9][C:10]1[CH:19]=[CH:18][C:17]2[C:12](=[CH:13][CH:14]=[CH:15][CH:16]=2)[CH:11]=1)(C)(C)C.FC(F)(F)C(O)=O.C(=O)([O-])O.[Na+]>ClCCl>[CH3:31][N:21]([CH2:22][CH2:23][CH2:24][C:25]1[CH:26]=[CH:27][CH:28]=[CH:29][CH:30]=1)[C:20](=[O:32])[C@H:8]([NH:7][CH3:6])[CH2:9][C:10]1[CH:19]=[CH:18][C:17]2[C:12](=[CH:13][CH:14]=[CH:15][CH:16]=2)[CH:11]=1 |f:2.3|. Procedure: N-Methyl-N-((1R)-1-(N-methyl-N-(3-phenylpropyl)carbamoyl)-2-(2-naphthyl)ethyl)carbamic acid tert-butyl ester (1.43 g, 3.10 mmol) was dissolved in dichloromethane (5 ml). The solution was cooled to 0° C. Trifluoroacetic acid (5 ml) was added. The solution was stirred at 0° C. for 90 min. Dichloromethane (35 ml) and saturated sodium hydrogen carbonate solution were added. Solid sodium hydrogen carbonate was added until pH 7. The phases were separated. The aqueous phase was extracted with dichlorom... The reactants are ClC1=NC(=C(C2=CC(=CC=C12)OC)C1=CC=CC=C1)C#N (1-chloro-6-methoxy-4-phenylisoquinoline-3-carbonitrile), C(C=C)N (allylamine). The solvent is C(CCC)O (nBuOH). The product is C(C=C)NC1=NC(=C(C2=CC(=CC=C12)OC)C1=CC=CC=C1)C#N ((allylamino)-6-methoxy-4-phenylisoquinoline-3-carbonitrile). RXN SMILES: Cl[C:2]1[C:11]2[C:6](=[CH:7][C:8]([O:12][CH3:13])=[CH:9][CH:10]=2)[C:5]([C:14]2[CH:19]=[CH:18][CH:17]=[CH:16][CH:15]=2)=[C:4]([C:20]#[N:21])[N:3]=1.[CH2:22]([NH2:25])[CH:23]=[CH2:24]>C(O)CCC>[CH2:22]([NH:25][C:2]1[C:11]2[C:6](=[CH:7][C:8]([O:12][CH3:13])=[CH:9][CH:10]=2)[C:5]([C:14]2[CH:19]=[CH:18][CH:17]=[CH:16][CH:15]=2)=[C:4]([C:20]#[N:21])[N:3]=1)[CH:23]=[CH2:24]. Reported procedure: To a suspension of 104 mg of 1-chloro-6-methoxy-4-phenylisoquinoline-3-carbonitrile in nBuOH was added 252 uL of allylamine. The reaction was heated at 210 C in a microwave reactor for 1 h, then partitioned between EA and saturated aqueous sodium bicarbonate. The organic solution was washed with brine once, then dried (Na2SO4) and concentrated. Flash chromatography (540% EA/hex, Gilson, 40 g silica) gave a pink solid. The reactants are CSc1nnc(CCCCO)n1C, ClCCl, [Na+], O=C([O-])O. Product: CSc1nnc(CCCC=O)n1C. As a reaction SMILES: [CH3:1][n:2]1[c:3]([CH2:9][CH2:10][CH2:11][CH2:12][OH:13])[n:4][n:5][c:6]1[S:7][CH3:8].[Cl:19][CH2:20][Cl:21].[Na+:18].[O-:14][C:15]([OH:16])=[O:17]>>[CH3:1][n:2]1[c:3]([CH2:9][CH2:10][CH2:11][CH:12]=[O:13])[n:4][n:5][c:6]1[S:7][CH3:8]. Starting materials: CC(C)(C)Oc1ccc(CONC(=O)C2c3ccccc3C(=O)N(C3CCCCC3NS(C)(=O)=O)C2c2ccc(Cl)cc2Cl)cc1, ClCCl, O=C(O)C(F)(F)F. The product is CS(=O)(=O)NC1CCCCC1N1C(=O)c2ccccc2C(C(=O)NO)C1c1ccc(Cl)cc1Cl. Reaction SMILES: [C:1]([O:2][c:3]1[cH:4][cH:5][c:6]([CH2:7][O:11][NH:12][C:13](=[O:14])[CH:15]2[CH:16]([c:37]3[c:38]([Cl:44])[cH:39][c:40]([Cl:43])[cH:41][cH:42]3)[N:17]([CH:26]3[CH:27]([NH:32][S:33](=[O:34])(=[O:35])[CH3:36])[CH2:28][CH2:29][CH2:30][CH2:31]3)[C:18](=[O:25])[c:19]3[cH:20][cH:21][cH:22][cH:23][c:24]32)[cH:8][cH:9]1)([CH3:10])([CH3:45])[CH3:46].[Cl:54][CH2:55][Cl:56].[OH:47][C:48]([C:49]([F:50])([F:51])[F:52])=[O:53]>>[OH:11][NH:12][C:13](=[O:14])[CH:15]1[CH:16]([c:37]2[c:38]([Cl:44])[cH:39][c:40]([Cl:43])[cH:41][cH:42]2)[N:17]([CH:26]2[CH:27]([NH:32][S:33](=[O:34])(=[O:35])[CH3:36])[CH2:28][CH2:29][CH2:30][CH2:31]2)[C:18](=[O:25])[c:19]2[cH:20][cH:21][cH:22][cH:23][c:24]21. The reactants are OC1=CC=C(C(=O)C=2C=C(N3C=CC=CC23)CCCC(=O)OCC)C=C1 (ethyl 4-[1-(4-hydroxybenzoyl)indolizin-3-yl]butyrate), BrC(CC)C1=CC=C(C=C1)CC(C)C (1-bromo-1-(4-isobutylphenyl)propane), C([O-])([O-])=O.[K+].[K+] (potassium carbonate). The solvent is CN(C=O)C (N,N-dimethylformamide). Reaction conditions: time 18 hour. Product: C(C(C)C)C1=CC=C(C=C1)C(CC)OC1=CC=C(C(=O)C=2C=C(N3C=CC=CC23)CCCC(=O)OCC)C=C1 (ethyl 4-[1-[4-[1-(4-isobutylphenyl)propyloxy]benzoyl]indolizin-3-yl]butyrate). Yield: 87.7%. As a reaction SMILES: [OH:1][C:2]1[CH:26]=[CH:25][C:5]([C:6]([C:8]2[CH:9]=[C:10]([CH2:17][CH2:18][CH2:19][C:20]([O:22][CH2:23][CH3:24])=[O:21])[N:11]3[C:16]=2[CH:15]=[CH:14][CH:13]=[CH:12]3)=[O:7])=[CH:4][CH:3]=1.Br[CH:28]([C:31]1[CH:36]=[CH:35][C:34]([CH2:37][CH:38]([CH3:40])[CH3:39])=[CH:33][CH:32]=1)[CH2:29][CH3:30].C(=O)([O-])[O-].[K+].[K+]>CN(C)C=O>[CH2:37]([C:34]1[CH:33]=[CH:32][C:31]([CH:28]([O:1][C:2]2[CH:3]=[CH:4][C:5]([C:6]([C:8]3[CH:9]=[C:10]([CH2:17][CH2:18][CH2:19][C:20]([O:22][CH2:23][CH3:24])=[O:21])[N:11]4[C:16]=3[CH:15]=[CH:14][CH:13]=[CH:12]4)=[O:7])=[CH:25][CH:26]=2)[CH2:29][CH3:30])=[CH:36][CH:35]=1)[CH:38]([CH3:40])[CH3:39] |f:2.3.4|. Reported procedure: A mixture of ethyl 4-[1-(4-hydroxybenzoyl)indolizin-3-yl]butyrate (61 mg), 1-bromo-1-(4-isobutylphenyl)propane (53 mg) and potassium carbonate (72 mg) in N,N-dimethylformamide (2 ml) was stirred at room temperature for 18 hours. The reaction mixture was filtered and the filtrate was poured into a mixture of ethyl acetate and 0.5N hydrochloric acid. The organic layer was separated, washed with water and brine, dried over magnesium sulfate and evaporated. The residue was chromatographed on silica ... Reactants: C(C)OC(=O)N1[C@@H](C[C@@H](C2=NC(=CC=C12)OC)NC1=NC=C(C(=N1)CC1=CC(=CC(=C1)C(F)(F)F)C(F)(F)F)CCC(NO)=N)CC ((2R,4S)-4-([3,5-Bis(trifluoromethyl)benzyl]-{5-[2-(N-hydroxy-carbamimidoyl)ethyl]pyrimidin-2-yl})amino-2-ethyl-6-methoxy-3,4-dihydro-2H-[1,5]naphthyridine-1-carboxylic acid ethyl ester), C1=CN(C=N1)C(=O)N2C=CN=C2 (carbodiimidazole). Run in C(C)#N (acetonitrile). Conditions: temperature 60 celsius, time 25.5 hour. Yields the product C(C)OC(=O)N1[C@@H](C[C@@H](C2=NC(=CC=C12)OC)NC1=NC=C(C(=N1)CC1=CC(=CC(=C1)C(F)(F)F)C(F)(F)F)CCC1=NOC(N1)=O)CC ((2R,4S)-4-([3,5-bis-(trifluoromethyl)benzyl]-{5-[2-(5-oxo-4,5-dihydro[1,2,4]oxadiazol-3-yl)ethyl]pyrimidin-2-yl})amino-2-ethyl-6-methoxy-3,4-dihydro-2H-[1,5]naphthyridine-1-carboxylic acid ethyl ester). Yield: 57.8%. Reaction SMILES: [CH2:1]([O:3][C:4]([N:6]1[C:15]2[C:10](=[N:11][C:12]([O:16][CH3:17])=[CH:13][CH:14]=2)[C@@H:9]([NH:18][C:19]2[N:24]=[C:23]([CH2:25][C:26]3[CH:31]=[C:30]([C:32]([F:35])([F:34])[F:33])[CH:29]=[C:28]([C:36]([F:39])([F:38])[F:37])[CH:27]=3)[C:22]([CH2:40][CH2:41][C:42](=[NH:45])[NH:43][OH:44])=[CH:21][N:20]=2)[CH2:8][C@H:7]1[CH2:46][CH3:47])=[O:5])[CH3:2].C1N=CN([C:53](N2C=NC=C2)=[O:54])C=1>C(#N)C>[CH2:1]([O:3][C:4]([N:6]1[C:15]2[C:10](=[N:11][C:12]([O:16][CH3:17])=[CH:13][CH:14]=2)[C@@H:9]([NH:18][C:19]2[N:24]=[C:23]([CH2:25][C:26]3[CH:27]=[C:28]([C:36]([F:39])([F:38])[F:37])[CH:29]=[C:30]([C:32]([F:33])([F:34])[F:35])[CH:31]=3)[C:22]([CH2:40][CH2:41][C:42]3[NH:45][C:53](=[O:54])[O:44][N:43]=3)=[CH:21][N:20]=2)[CH2:8][C@H:7]1[CH2:46][CH3:47])=[O:5])[CH3:2]. Procedure: (2R,4S)-4-([3,5-Bis(trifluoromethyl)benzyl]-{5-[2-(N-hydroxy-carbamimidoyl)ethyl]pyrimidin-2-yl})amino-2-ethyl-6-methoxy-3,4-dihydro-2H-[1,5]naphthyridine-1-carboxylic acid ethyl ester (140 mg) is dissolved in acetonitrile (1 ml), and thereto is added carbodiimidazole (51 mg). The mixture is heated at 60° C. and stirred for 25.5 hours. The reaction solution is cooled to room temperature, and partitioned by adding water and ethyl acetate. The organic layer is washed with saturated brine, then dri...